This data is from the Open Reaction Database (ORD), a public repository of structured organic reaction records. The task is: describe an organic reaction: reactants, conditions, products, and yield The reactants are CC(C)(OC(=O)N[C@@H](C(C)C)C(=O)N1[C@H](C(=O)NC(C(C(F)(F)F)=O)C(C)C)CCC1)C (N-[(1,1-Dimethylethoxy)carbonyl]-L-valyl-N-[3,3,3-trifluro-1-(1-methylethyl)-2-oxopropyl]-L-prolinamide), Cl (HCl). Run at temperature 0 celsius, time 30 minute. The product is Cl.N[C@@H](C(C)C)C(=O)N(C([C@H]1NCCC1)=O)C(C(C(F)(F)F)=O)C(C)C (N-L-valyl-N-[3,3,3-trifluro-1-(1-methylethyl)-2-oxopropyl]-L-prolinamide, Hydrochloride Salt). Isolated yield 97.0%. RXN SMILES: CC(C)(OC(N[C@H](C([N:14]1[CH2:31][CH2:30][CH2:29][C@H:15]1[C:16]([NH:18][CH:19]([CH:26]([CH3:28])[CH3:27])[C:20](=[O:25])[C:21]([F:24])([F:23])[F:22])=[O:17])=O)C(C)C)=O)C.[ClH:33]>>[ClH:33].[NH2:18][C@H:19]([C:20]([N:18]([CH:19]([CH:26]([CH3:27])[CH3:28])[C:20](=[O:25])[C:21]([F:22])([F:23])[F:24])[C:16](=[O:17])[C@@H:15]1[CH2:29][CH2:30][CH2:31][NH:14]1)=[O:25])[CH:26]([CH3:28])[CH3:27] |f:2.3|. Procedure details: A stirred solution of 50 (1.19 g, 2.56 mmol) is cooled to 0° C. and treated with HCl gas until saturation. The mixture is stirred at 0° C. for 30 min and the solvent is removed in vacuo to give 51 (1.0 g, 97%, mixture of 2 diastereomers of ketone form and 2 diastereomers of hydrate form, 3:1 ratio of diastereomers and 4:1 ratio of hydrate to ketone) as a white solid. Starting materials: [N+](=O)([O-])[O-].[Na+] (sodium nitrate), NCC=1C=C2CN(C(C2=C(C1)C)=O)CC1=CC=C(C=C1)OC(F)(F)F (5-Aminomethyl-7-methyl-2-(4-trifluoromethoxybenzyl)-2,3-dihydroisoindol-1-one), Br (HBr). The solvent is O (water), O (water). Reaction conditions: time 30 minute. Yields the product BrCC=1C=C2CN(C(C2=C(C1)C)=O)CC1=CC=C(C=C1)OC(F)(F)F (5-Bromomethyl-7-methyl-2-(4-trifluoromethoxybenzyl)-2,3-dihydroisoindol-1-one). The yield is 70.0%. RXN SMILES: N[CH2:2][C:3]1[CH:4]=[C:5]2[C:9](=[C:10]([CH3:12])[CH:11]=1)[C:8](=[O:13])[N:7]([CH2:14][C:15]1[CH:20]=[CH:19][C:18]([O:21][C:22]([F:25])([F:24])[F:23])=[CH:17][CH:16]=1)[CH2:6]2.[N+]([O-])([O-])=O.[Na+].[BrH:31]>O>[Br:31][CH2:2][C:3]1[CH:4]=[C:5]2[C:9](=[C:10]([CH3:12])[CH:11]=1)[C:8](=[O:13])[N:7]([CH2:14][C:15]1[CH:20]=[CH:19][C:18]([O:21][C:22]([F:25])([F:24])[F:23])=[CH:17][CH:16]=1)[CH2:6]2 |f:1.2|. Reported procedure: 5-Aminomethyl-7-methyl-2-(4-trifluoromethoxybenzyl)-2,3-dihydroisoindol-1-one (0.5 g, 1.43 mmol) was dissolved in a solution of water (10 mL) and 48% HBr (1 mL). The solution was chilled in an ice bath. A solution of sodium nitrate (0.17 g, 2.4 mmol) in water (5 mL) was added dropwise. A white solid formed. The reaction was allowed to stand for 30 minutes, and then the water was decanted off. The solid was chromatographed on silica gel, eluting with methylene chloride, to give 0.42 g (70% yield)...